describe an organic reaction: reactants, conditions, products, and yield From a dataset of the Open Reaction Database (ORD), a public repository of structured organic reaction records. The reactants are C[O-], CN(C)C=O, Cl, Nc1cc(C(F)(F)F)ccc1N1CCc2ccccc21, [Na+]. The product is O=CNc1cc(C(F)(F)F)ccc1N1CCc2ccccc21. Reaction SMILES: [CH3:22][O-:23].[CH3:25][N:26]([CH3:27])[CH:28]=[O:29].[ClH:21].[NH2:1][c:2]1[c:3]([N:12]2[CH2:13][CH2:14][c:15]3[cH:16][cH:17][cH:18][cH:19][c:20]32)[cH:4][cH:5][c:6]([C:8]([F:9])([F:10])[F:11])[cH:7]1.[Na+:24]>>[NH:1]([c:2]1[c:3]([N:12]2[CH2:13][CH2:14][c:15]3[cH:16][cH:17][cH:18][cH:19][c:20]32)[cH:4][cH:5][c:6]([C:8]([F:9])([F:10])[F:11])[cH:7]1)[CH:22]=[O:23].